From a dataset of the Open Reaction Database (ORD), a public repository of structured organic reaction records. describe an organic reaction: reactants, conditions, products, and yield Reactants: FC1=C(C=CC(=C1)I)OC1=CC2=C(CCN(CC2)C(=O)OC(C)(C)C)C=C1 (1,1-dimethylethyl 7-[(2-fluoro-4-iodophenyl)oxy]-1,2,4,5-tetrahydro-3H-3-benzazepine-3-carboxylate), C(C1=CC=CC=C1)OC1=CC2=C(CCNCC2)C=C1 (7-Benzyloxy-1,2,4,5-tetrahydro-benzo[d]azepine). The product is FC1=C(C=CC(=C1)I)OC1=CC2=C(CCNCC2)C=C1 (7-[(2-Fluoro-4-iodophenyl)oxy]-2,3,4,5-tetrahydro-1H-3-benzazepine). Reaction SMILES: [F:1][C:2]1[CH:7]=[C:6]([I:8])[CH:5]=[CH:4][C:3]=1[O:9][C:10]1[CH:27]=[CH:26][C:13]2[CH2:14][CH2:15][N:16](C(OC(C)(C)C)=O)[CH2:17][CH2:18][C:12]=2[CH:11]=1.C(OC1C=CC2CCNCCC=2C=1)C1C=CC=CC=1>>[F:1][C:2]1[CH:7]=[C:6]([I:8])[CH:5]=[CH:4][C:3]=1[O:9][C:10]1[CH:27]=[CH:26][C:13]2[CH2:14][CH2:15][NH:16][CH2:17][CH2:18][C:12]=2[CH:11]=1. Reported procedure: The title compound was prepared from 1,1-dimethylethyl 7-[(2-fluoro-4-iodophenyl)oxy]-1,2,4,5-tetrahydro-3H-3-benzazepine-3-carboxylate (E274, Step 3) using an analogous method to that described for Description 2 (D2). MS (ES+) m/e 384 [M+H]+. Starting materials: C1(=CC(=CC=C1)NC(=O)N)C (m-Tolyl Urea), NC1=CC=C(C=C)C=C1 (p-aminostyrene), C1(=CC(=CC=C1)N=C=O)C (m-tolyl isocyanate). Solvent: C(Cl)(Cl)Cl (Chloroform), C(Cl)(Cl)Cl (chloroform). Product: C=CC1=CC=CC=C1.C1(=C(C=CC=C1)NC(=O)N)C (o-Tolyl Urea Styrene). RXN SMILES: [C:1]1(C)[CH:6]=[CH:5][CH:4]=[C:3]([NH:7][C:8]([NH2:10])=[O:9])[CH:2]=1.N[C:13]1[CH:20]=[CH:19][C:16]([CH:17]=[CH2:18])=[CH:15][CH:14]=1.[C:21]1(C)C=CC=C(N=C=O)C=1>C(Cl)(Cl)Cl>[CH2:18]=[CH:17][C:16]1[CH:19]=[CH:20][CH:13]=[CH:14][CH:15]=1.[C:2]1([CH3:21])[CH:1]=[CH:6][CH:5]=[CH:4][C:3]=1[NH:7][C:8]([NH2:10])=[O:9] |f:4.5|. Reported procedure: m-Tolyl Urea Styrerie: 1.00 g (8.40 mmol) of p-aminostyrene (99% Tokyo Kasei) was added to a 250 ml round bottom flask containing 10 ml of chloroform. After ten minutes of mixing, 1.12 g (8.41 mmol) of m-tolyl isocyanate (99% Aldrich) was added dropwise. Within seconds, a white, pinkish precipitate formed. Chloroform (20 ml) was added to aid stirring. The precipitate was filtered to remove the reaction liquid, then washed with 20 ml of chloroform resulting in a white powder (166 g, 78% crude yie... Reactants: [Al+3], C1CCOC1, CCOCC, CCOC(=O)c1cc(C(C)NC(=O)C2CC2(C)c2ccc(SC(F)(F)F)cc2)ccc1NS(C)(=O)=O, [H-], [H-], [H-], [H-], [Li+]. Yields the product CC(NC(=O)C1CC1(C)c1ccc(SC(F)(F)F)cc1)c1ccc(NS(C)(=O)=O)c(CO)c1. As a reaction SMILES: [Al+3:43].[CH2:1]1[O:2][CH2:3][CH2:4][CH2:5]1.[CH3:48][CH2:49][O:50][CH2:51][CH3:52].[CH3:6][S:7](=[O:8])(=[O:9])[NH:10][c:11]1[c:12]([C:13](=[O:14])[O:15][CH2:16][CH3:17])[cH:18][c:19]([CH:22]([CH3:23])[NH:24][C:25](=[O:26])[CH:27]2[C:28]([c:30]3[cH:31][cH:32][c:33]([S:36][C:37]([F:38])([F:39])[F:40])[cH:34][cH:35]3)([CH3:41])[CH2:29]2)[cH:20][cH:21]1.[H-:42].[H-:45].[H-:46].[H-:47].[Li+:44]>>[CH3:6][S:7](=[O:8])(=[O:9])[NH:10][c:11]1[c:12]([CH2:13][OH:14])[cH:18][c:19]([CH:22]([CH3:23])[NH:24][C:25](=[O:26])[CH:27]2[C:28]([c:30]3[cH:31][cH:32][c:33]([S:36][C:37]([F:38])([F:39])[F:40])[cH:34][cH:35]3)([CH3:41])[CH2:29]2)[cH:20][cH:21]1. The reactants are CCOc1cc(NC(=O)OC(C)(C)C)c(NC(=O)CC(=O)c2cccc(-c3cccnc3CC)c2)cc1C(F)(F)F, ClCCl, O=C(O)C(F)(F)F. Yields the product CCOc1cc2c(cc1C(F)(F)F)NC(=O)CC(c1cccc(-c3cccnc3CC)c1)=N2. Reaction SMILES: [C:1]([O:2][C:3](=[O:4])[NH:7][c:8]1[c:9]([NH:21][C:22]([CH2:23][C:24](=[O:5])[c:26]2[cH:27][c:28](-[c:32]3[c:33]([CH2:38][CH3:39])[n:34][cH:35][cH:36][cH:37]3)[cH:29][cH:30][cH:31]2)=[O:40])[cH:10][c:11]([C:17]([F:18])([F:19])[F:20])[c:12]([O:14][CH2:15][CH3:16])[cH:13]1)([CH3:6])([CH3:25])[CH3:41].[Cl:49][CH2:50][Cl:51].[F:42][C:43]([F:44])([F:45])[C:46]([OH:47])=[O:48]>>[N:7]1=[C:24]([c:26]2[cH:27][c:28](-[c:32]3[c:33]([CH2:38][CH3:39])[n:34][cH:35][cH:36][cH:37]3)[cH:29][cH:30][cH:31]2)[CH2:23][C:22](=[O:40])[NH:21][c:9]2[c:8]1[cH:13][c:12]([O:14][CH2:15][CH3:16])[c:11]([C:17]([F:18])([F:19])[F:20])[cH:10]2. Starting materials: CCc1c(O)nc(C)c2sccc12, CN(C)CCCCl, Cl, [H-], [Na+], CN(C)C=O, O. The product is CCc1c(OCCCN(C)C)nc(C)c2sccc12. Reaction SMILES: [CH2:11]([CH3:12])[c:13]1[c:14]2[c:15]([c:16]([CH3:20])[n:17][c:18]1[OH:19])[s:21][cH:22][cH:23]2.[CH3:2][N:3]([CH3:4])[CH2:5][CH2:6][CH2:7][Cl:8].[ClH:1].[H-:9].[Na+:10].[O:25]=[CH:26][N:27]([CH3:28])[CH3:29].[OH2:24]>>[CH3:2][N:3]([CH3:4])[CH2:5][CH2:6][CH2:7][O:19][c:18]1[c:13]([CH2:11][CH3:12])[c:14]2[c:15]([c:16]([CH3:20])[n:17]1)[s:21][cH:22][cH:23]2. The reactants are C(C)(C)(C)OC(=O)N1C[C@@H](NCC1)C(C)(C)C ((S)-4-tert-butyloxycarbonyl-2-tert-butylpiperazine), [H-].[Na+] (NaH), 3d, ClC=1OC=2C(N1)=C(C=CC2)C(=O)OC (Methyl 2-chlorobenzoxazole-4-carboxylate). Solvent: COCCOC (DME). Reaction conditions: time 45 minute. Yields the product C(C)(C)(C)OC(=O)N1C[C@@H](N(CC1)C=1OC=2C(N1)=C(C=CC2)C(=O)OC)C(C)(C)C ((S)-methyl 2-(4-tert-butyloxycarbonyl-2-tert-butyl-piperazin-1-yl)benzoxazole-4-carboxylate). Isolated yield 39.0%. RXN SMILES: [C:1]([O:5][C:6]([N:8]1[CH2:13][CH2:12][NH:11][C@@H:10]([C:14]([CH3:17])([CH3:16])[CH3:15])[CH2:9]1)=[O:7])([CH3:4])([CH3:3])[CH3:2].[H-].[Na+].Cl[C:21]1[O:22][C:23]2[C:24](=[C:26]([C:30]([O:32][CH3:33])=[O:31])[CH:27]=[CH:28][CH:29]=2)[N:25]=1>COCCOC>[C:1]([O:5][C:6]([N:8]1[CH2:13][CH2:12][N:11]([C:21]2[O:22][C:23]3[C:24](=[C:26]([C:30]([O:32][CH3:33])=[O:31])[CH:27]=[CH:28][CH:29]=3)[N:25]=2)[C@@H:10]([C:14]([CH3:17])([CH3:16])[CH3:15])[CH2:9]1)=[O:7])([CH3:4])([CH3:3])[CH3:2] |f:1.2|. Reported procedure: To (S)-4-tert-butyloxycarbonyl-2-tert-butylpiperazine (640 mg, 2.6 0 mmol) in DME (10 mL) at room temperature, was added NaH (60% suspension in mineral oil, 115 mg, 3.50 mmol) and the mixture was stirred for 45 min. Methyl 2-chlorobenzoxazole-4-carboxylate (780 mg, 3.69 mmol) was added to the reaction mixture and the reaction was stirred at room temperature for 3d and at 55° C. for 24 h. The reaction mixture was quenched with CH3OH (10 mL), silica gel (15 mL) was added, and solvent removed under... Reactants: COC(=O)C(C)Oc1ccc(NC(=O)OCCO)cc1, COC(=O)C(C)Oc1ccc(N=C=O)cc1, Cc1ccccc1. Product: COC(=O)C(C)Oc1ccc(NC(=O)OCCOC(=O)Nc2ccc(OC(C)C(=O)OC)cc2)cc1. Reaction SMILES: [CH3:1][O:2][C:3]([CH:4]([CH3:5])[O:6][c:7]1[cH:8][cH:9][c:10]([NH:13][C:14](=[O:15])[O:16][CH2:17][CH2:18][OH:19])[cH:11][cH:12]1)=[O:20].[CH3:21][O:22][C:23]([CH:24]([CH3:25])[O:26][c:27]1[cH:28][cH:29][c:30]([N:33]=[C:34]=[O:35])[cH:31][cH:32]1)=[O:36].[CH3:37][c:38]1[cH:39][cH:40][cH:41][cH:42][cH:43]1>>[CH3:1][O:2][C:3]([CH:4]([CH3:5])[O:6][c:7]1[cH:8][cH:9][c:10]([NH:13][C:14](=[O:15])[O:16][CH2:17][CH2:18][O:19][C:34]([NH:33][c:30]2[cH:29][cH:28][c:27]([O:26][CH:24]([C:23]([O:22][CH3:21])=[O:36])[CH3:25])[cH:32][cH:31]2)=[O:35])[cH:11][cH:12]1)=[O:20].